The task is: describe an organic reaction: reactants, conditions, products, and yield. This data is from the Open Reaction Database (ORD), a public repository of structured organic reaction records. Yields the product N1(C=NC=C1)C=C(C(C(C)(C)C)=O)OC1=CC=C(C=C1)F (1-(imidazol-1-yl)-2-(4-fluorophenoxy)-4,4-dimethyl-1-penten-3-one). The solvent is C(C)#N (acetonitrile), CO (methanol), C(C)#N (acetonitrile). Reactants: ClC=C(C(C(C)(C)C)=O)OC1=CC=C(C=C1)F (1-chloro-2-(4-fluorophenoxy)-4,4-dimethyl-1-penten-3-one), N1C=NC=C1.[Na] (sodium imidazole), C[O-].[Na+] (sodium methylate), N1C=NC=C1 (imidazole). Reaction SMILES: Cl[CH:2]=[C:3]([O:10][C:11]1[CH:16]=[CH:15][C:14]([F:17])=[CH:13][CH:12]=1)[C:4](=[O:9])[C:5]([CH3:8])([CH3:7])[CH3:6].[NH:18]1[CH:22]=[CH:21][N:20]=[CH:19]1.[Na].C[O-].[Na+].N1C=CN=C1>C(#N)C.CO>[N:18]1([CH:2]=[C:3]([O:10][C:11]2[CH:16]=[CH:15][C:14]([F:17])=[CH:13][CH:12]=2)[C:4](=[O:9])[C:5]([CH3:8])([CH3:7])[CH3:6])[CH:22]=[CH:21][N:20]=[CH:19]1 |f:1.2,3.4,^1:22|. Isolated yield 94.5%. Procedure: 256.7 g (1 mol) of 1-chloro-2-(4-fluorophenoxy)-4,4-dimethyl-1-penten-3-one in 150 ml of acetonitrile were added dropwise to a suspension of 90 g (1 mol) of sodium imidazole, prepared from sodium methylate and imidazole in methanol, in 2,500 ml of acetonitrile, while stirring. Thereafter, the reaction mixture was heated to the boiling point for 6 hours. It was allowed to cool to room temperature and was concentrated by distilling off the solvent in vacuo. The residue was taken up in 1,000 ml of ... Reactants: N (ammonia), C(C1=CC=CC=C1)(=O)SCCC(=O)N[C@@H](CCCNC(N)=N)C(=O)O (Nα -(3-benzoylthiopropanoyl)-L-arginine). Run in O (water). Conditions: time 1 hour. The product is SCCC(=O)N[C@@H](CCCNC(N)=N)C(=O)O (Nα -(3-Mercaptopropanoyl)-L-arginine). RXN SMILES: C([S:9][CH2:10][CH2:11][C:12]([NH:14][C@H:15]([C:23]([OH:25])=[O:24])[CH2:16][CH2:17][CH2:18][NH:19][C:20](=[NH:22])[NH2:21])=[O:13])(=O)C1C=CC=CC=1.N>O>[SH:9][CH2:10][CH2:11][C:12]([NH:14][C@H:15]([C:23]([OH:25])=[O:24])[CH2:16][CH2:17][CH2:18][NH:19][C:20](=[NH:21])[NH2:22])=[O:13]. Procedure: Nα -(3-benzoylthiopropanoyl)-L-arginine (1 g.) is dissolved with vigorous stirring in a mixture of water (5 ml.) and concentrated ammonia (5 ml.). After one hour, the solution is extracted with ethyl acetate and concentrated to dryness in vacuo. The residue is chromatographed on a column of DEAE Sephadex [anion exchange resin derived from dextran (Mikes, supra, page 328)] (85 ml.) with a buffer of 0.005 M ammonium bicarbonate. The fractions containing the Nα -(3-mercaptopropanoyl)-L-arginine (as...